Dataset: the Open Reaction Database (ORD), a public repository of structured organic reaction records. Task: describe an organic reaction: reactants, conditions, products, and yield Reactants: NO (Hydroxylamine), CN1C(=C(C=C1)C)C1=C(C(=NN1C1=C(C=C(C=C1)O)F)C)C#N (5-(1,3-dimethyl-1H-pyrrol-2-yl)-1-(2-fluoro-4-hydroxyphenyl)-3-methyl-1H-pyrazole-4-carbonitrile). Solvent: CO (MeOH). Conditions: temperature 150 celsius, time 20 minute. Product: CN1C(=C(C=C1)C)C1=C(C(=NN1C1=C(C=C(C=C1)O)F)C)C(N)=NO (5-(1,3-dimethyl-1H-pyrrol-2-yl)-1-(2-fluoro-4-hydroxyphenyl)-N′-hydroxy-3-methyl-1H-pyrazole-4-carboximidamide). Yield: 38.9%. RXN SMILES: [NH2:1][OH:2].[CH3:3][N:4]1[CH:8]=[CH:7][C:6]([CH3:9])=[C:5]1[C:10]1[N:14]([C:15]2[CH:20]=[CH:19][C:18]([OH:21])=[CH:17][C:16]=2[F:22])[N:13]=[C:12]([CH3:23])[C:11]=1[C:24]#[N:25]>CO>[CH3:3][N:4]1[CH:8]=[CH:7][C:6]([CH3:9])=[C:5]1[C:10]1[N:14]([C:15]2[CH:20]=[CH:19][C:18]([OH:21])=[CH:17][C:16]=2[F:22])[N:13]=[C:12]([CH3:23])[C:11]=1[C:24](=[N:1][OH:2])[NH2:25]. Reported procedure: Hydroxylamine (16.3 M solution in water, 0.3 mL, 4.8 mmol) was added to 5-(1,3-dimethyl-1H-pyrrol-2-yl)-1-(2-fluoro-4-hydroxyphenyl)-3-methyl-1H-pyrazole-4-carbonitrile (10 mg, 0.032 mmol) in MeOH (0.6 mL) and the reaction was stirred at 150° C. for 20 min in the microwave reactor. The crude reaction was purified on preparative HPLC to give E8 5-(1,3-dimethyl-1H-pyrrol-2-yl)-1-(2-fluoro-4-hydroxyphenyl)-N′-hydroxy-3-methyl-1H-pyrazole-4-carboximidamide (4.27 mg, 39%). Identification of the title... Reactants: O=C1N2C=CC3=C(C2=C(C=C1C1=CC=CC=C1)C(=O)OC)SC=C3 (methyl 7-oxo-8-phenyl-7H-thieno[2,3-a]quinolizine-10-carboxylate), [OH-].[K+] (potassium hydroxide), Cl (hydrochloric acid). The solvent is O.CO (water methanol). The product is O=C1N2C=CC3=C(C2=C(C=C1C1=CC=CC=C1)C(=O)O)SC=C3 (7-oxo-8-phenyl-7H-thieno[2,3-a]quinolizine-10-carboxylic acid). RXN SMILES: [O:1]=[C:2]1[C:11]([C:12]2[CH:17]=[CH:16][CH:15]=[CH:14][CH:13]=2)=[CH:10][C:9]([C:18]([O:20]C)=[O:19])=[C:8]2[N:3]1[CH:4]=[CH:5][C:6]1[CH:24]=[CH:23][S:22][C:7]=12.[OH-].[K+].Cl>O.CO>[O:1]=[C:2]1[C:11]([C:12]2[CH:17]=[CH:16][CH:15]=[CH:14][CH:13]=2)=[CH:10][C:9]([C:18]([OH:20])=[O:19])=[C:8]2[N:3]1[CH:4]=[CH:5][C:6]1[CH:24]=[CH:23][S:22][C:7]=12 |f:1.2,4.5|. Procedure: (aa) 1.34 g of methyl 7-oxo-8-phenyl-7H-thieno[2,3-a]quinolizine-10-carboxylate were heated under reflux and under argon with 0.45 g of potassium hydroxide in 25 ml of water/methanol. After the reaction was completed, the mixture was acidified with 2N hydrochloric acid and the yellow crystals were removed by filtration. After washing with water, the acid was dried in vacuo for several hours. There was obtained 7-oxo-8-phenyl-7H-thieno[2,3-a]quinolizine-10-carboxylic acid of m.p. 185°-186° (dec.)... Starting materials: C(C)N(C)C=1C=C(C(C=O)=CC1)O (4-(N-ethyl-N-methylamino)salicylaldehyde), [C@@H]1([C@@H](CCCC1)N)N (trans-1,2-cyclohexanediamine). The product is C(C)N(C)C=1C=C(C(C=N[C@H]2[C@@H](CCCC2)N=CC=2C(O)=CC(=CC2)N(CC)C)=CC1)O ((R,R)-N ,N′-Bis[4-(N-ethyl-N-methylamino)salicylidene]-1,2-cyclohexanediamine). RXN SMILES: [CH2:1]([N:3]([C:5]1[CH:6]=[C:7]([OH:13])[C:8](=[CH:11][CH:12]=1)[CH:9]=O)[CH3:4])[CH3:2].[C@@H:14]1([NH2:21])[CH2:19][CH2:18][CH2:17][CH2:16][C@H:15]1[NH2:20]>>[CH2:1]([N:3]([C:5]1[CH:6]=[C:7]([OH:13])[C:8](=[CH:11][CH:12]=1)[CH:9]=[N:20][C@@H:15]1[CH2:16][CH2:17][CH2:18][CH2:19][C@H:14]1[N:21]=[CH:9][C:8]1[C:7](=[CH:6][C:5]([N:3]([CH3:4])[CH2:1][CH3:2])=[CH:12][CH:11]=1)[OH:13])[CH3:4])[CH3:2]. Reported procedure: Synthesis and working up are carried out as in Example 9, starting from 500 mg (2.79 mmol) of 4-(N-ethyl-N-methylamino)salicylaldehyde and 152 mg (1.33 mmol) of trans-1,2-cyclohexanediamine. Yield: 569 mg (98%), yellow solid.